From a dataset of the Open Reaction Database (ORD), a public repository of structured organic reaction records. describe an organic reaction: reactants, conditions, products, and yield Reactants: C1(CC1)N(C1=C(C=CC=C1Cl)Cl)C (N-cyclopropyl methyl-2,6-dichloroaniline), Cl (hydrogen chloride), C1(CC1)C(=O)NC1=C(C=CC=C1Cl)Cl (N-cyclopropylcarbonyl-2,6-dichloroaniline). Run in O1CCCC1 (tetrahydrofuran), O1CCCC1 (tetrahydrofuran). Reaction conditions: temperature 4 celsius, time 1 hour. Product: C1(CC1)CNC1=C(C=CC=C1Cl)Cl (N-cyclopropylmethyl-2,6-dichloroaniline). The yield is 60.2%. RXN SMILES: [CH:1]1([C:4]([NH:6][C:7]2[C:12]([Cl:13])=[CH:11][CH:10]=[CH:9][C:8]=2[Cl:14])=O)[CH2:3][CH2:2]1.Cl.C1(N(C)C2C(Cl)=CC=CC=2Cl)CC1>O1CCCC1>[CH:1]1([CH2:4][NH:6][C:7]2[C:8]([Cl:14])=[CH:9][CH:10]=[CH:11][C:12]=2[Cl:13])[CH2:2][CH2:3]1. Procedure details: 58.4 grams of N-cyclopropylcarbonyl-2,6-dichloroaniline was dissolved in 550 ml of anhydrous tetrahydrofuran under a nitrogen atmosphere in a 2 liter 3-necked flask. The mixture was cooled in an ice bath to 4° C. To this mixture was added 389 ml of 0.9 M-diboronhexahydride in anhydrous tetrahydrofuran over a period of one hour and ten minutes while maintaining a temperature of less than 5° C. After addition was complete, the solution was allowed to warm to room temperature and stirred for one ho...